The task is: describe an organic reaction: reactants, conditions, products, and yield. This data is from the Open Reaction Database (ORD), a public repository of structured organic reaction records. Starting materials: CCCCCCCCC1Cc2ccc(C#N)cc2C1=O, C1CCOC1, [Li]CCCC, CI, CCCCCC, CC(C)NC(C)C. The product is CCCCCCCCC1(C)Cc2ccc(C#N)cc2C1=O. As a reaction SMILES: [C:13](#[N:14])[c:15]1[cH:16][cH:17][c:18]2[c:22]([cH:23]1)[C:21](=[O:24])[CH:20]([CH2:25][CH2:26][CH2:27][CH2:28][CH2:29][CH2:30][CH2:31][CH3:32])[CH2:19]2.[CH2:41]1[O:42][CH2:43][CH2:44][CH2:45]1.[CH2:8]([Li:9])[CH2:10][CH2:11][CH3:12].[CH3:33][I:34].[CH3:35][CH2:36][CH2:37][CH2:38][CH2:39][CH3:40].[CH:1]([NH:2][CH:3]([CH3:4])[CH3:5])([CH3:6])[CH3:7]>>[CH3:1][C:20]1([CH2:25][CH2:26][CH2:27][CH2:28][CH2:29][CH2:30][CH2:31][CH3:32])[CH2:19][c:18]2[cH:17][cH:16][c:15]([C:13]#[N:14])[cH:23][c:22]2[C:21]1=[O:24]. Starting materials: Cc1ccccc1Br, CC(C)(C)P(C(C)(C)C)C(C)(C)C, C1COCCN1, Cc1ccccc1, CC(=O)[O-], CC(=O)[O-], [Pd+2]. The product is Cc1ccccc1N1CCOCC1. As a reaction SMILES: [Br:1][c:2]1[c:3]([CH3:8])[cH:4][cH:5][cH:6][cH:7]1.[C:15]([P:16]([C:17]([CH3:18])([CH3:19])[CH3:20])[C:21]([CH3:22])([CH3:23])[CH3:24])([CH3:25])([CH3:26])[CH3:27].[CH2:9]1[CH2:10][O:11][CH2:12][CH2:13][NH:14]1.[CH3:28][c:29]1[cH:30][cH:31][cH:32][cH:33][cH:34]1.[O-:36][C:37]([CH3:38])=[O:39].[O-:40][C:41]([CH3:42])=[O:43].[Pd+2:35]>>[c:2]1([N:14]2[CH2:9][CH2:10][O:11][CH2:12][CH2:13]2)[c:3]([CH3:8])[cH:4][cH:5][cH:6][cH:7]1. The reactants are CSC1=NN(C2=NC(=NC(=C21)O)C)C2=C(C=C(C=C2Cl)Cl)Cl (3-methylsulfanyl-6-methyl-1-(2,4,6-trichlorophenyl)-1H-pyrazolo[3,4-d]pyrimidine-4-ol), P(=O)(Cl)(Cl)Cl (phosphorous oxychloride), ice water. Reaction conditions: time 10 minute. Yields the product ClC1=C2C(=NC(=N1)C)N(N=C2SC)C2=C(C=C(C=C2Cl)Cl)Cl (4-Chloro-3-methylsulfanyl-6-methyl-1-(2,4,6-trichlorophenyl)-1H-pyrazolo[3,4-d]pyrimidine). The yield is 96.0%. Reaction SMILES: [CH3:1][S:2][C:3]1[C:11]2[C:6](=[N:7][C:8]([CH3:13])=[N:9][C:10]=2O)[N:5]([C:14]2[C:19]([Cl:20])=[CH:18][C:17]([Cl:21])=[CH:16][C:15]=2[Cl:22])[N:4]=1.P(Cl)(Cl)([Cl:25])=O>>[Cl:25][C:10]1[N:9]=[C:8]([CH3:13])[N:7]=[C:6]2[N:5]([C:14]3[C:19]([Cl:20])=[CH:18][C:17]([Cl:21])=[CH:16][C:15]=3[Cl:22])[N:4]=[C:3]([S:2][CH3:1])[C:11]=12. Procedure: A mixture of 3-methylsulfanyl-6-methyl-1-(2,4,6-trichlorophenyl)-1H-pyrazolo[3,4-d]pyrimidine-4-ol (3.700 g, 9.85 mmol) and phosphorous oxychloride (18.115 g, 11 ml) was heated at reflux for 4 hours. The mixture was cooled and poured over ice-water and stirred for 10 minutes. Precipitate formed and was filtered to give a brown solid. The brown solid was pumped in vacuo to give 3.718 g (96% yield). 1H NMR (CDCl3): 2.65(s,3H),2.7(s,3H), 7.5(s,2H)ppm. Procedure: The product from Example 74 was reduced as in Example 2 but replacing the NH3 with acetic acid and afforded the desired compound, m.p. 236°-38° C. Starting materials: Cl.FC=1C=C2CCC=C(C2=CC1)CN (6-Fluoro-1-aminomethyl-3,4-dihydronaphthalene hydrochloride). RXN SMILES: [ClH:1].[F:2][C:3]1[CH:4]=[C:5]2[C:10](=[CH:11][CH:12]=1)[C:9]([CH2:13][NH2:14])=[CH:8][CH2:7][CH2:6]2>C(O)(=O)C>[ClH:1].[F:2][C:3]1[CH:4]=[C:5]2[C:10](=[CH:11][CH:12]=1)[CH:9]([CH2:13][NH2:14])[CH2:8][CH2:7][CH2:6]2 |f:0.1,3.4|. Solvent: C(C)(=O)O (acetic acid). The product is Cl.FC=1C=C2CCCC(C2=CC1)CN (6-Fluoro-1-aminomethyl-1,2,3,4-tetrahydronaphthalene hydrochloride). The reactants are OCC1Cc2cc(C(F)(F)F)cc(Br)c2O1, Cc1ccc(S(=O)(=O)Cl)cc1. Product: Cc1ccc(S(=O)(=O)OCC2Cc3cc(C(F)(F)F)cc(Br)c3O2)cc1. Reaction SMILES: [Br:1][c:2]1[cH:3][c:4]([C:13]([F:14])([F:15])[F:16])[cH:5][c:6]2[c:10]1[O:9][CH:8]([CH2:11][OH:12])[CH2:7]2.[c:17]1([CH3:27])[cH:18][cH:19][c:20]([S:23](=[O:24])(=[O:25])[Cl:26])[cH:21][cH:22]1>>[Br:1][c:2]1[cH:3][c:4]([C:13]([F:14])([F:15])[F:16])[cH:5][c:6]2[c:10]1[O:9][CH:8]([CH2:11][O:12][S:23]([c:20]1[cH:19][cH:18][c:17]([CH3:27])[cH:22][cH:21]1)(=[O:24])=[O:25])[CH2:7]2. Reactants: FC(C(=O)NC=1C=C2C=CC=NC2=CC1)(F)F (6-trifluoroacetylamino-quinoline). The reagents and catalysts are [Pt]=O (platinum oxide). The solvent is C(C)(=O)O (acetic acid). The product is FC(C(=O)NC=1C=C2CCCNC2=CC1)(F)F (6-trifluoroacetylamino-1,2,3,4-tetrahydro-quinoline). Reaction SMILES: [F:1][C:2]([F:17])([F:16])[C:3]([NH:5][C:6]1[CH:7]=[C:8]2[C:13](=[CH:14][CH:15]=1)[N:12]=[CH:11][CH:10]=[CH:9]2)=[O:4]>C(O)(=O)C.[Pt]=O>[F:17][C:2]([F:1])([F:16])[C:3]([NH:5][C:6]1[CH:7]=[C:8]2[C:13](=[CH:14][CH:15]=1)[NH:12][CH2:11][CH2:10][CH2:9]2)=[O:4]. Procedure: 2,4 g (0.01 mol) of 6-trifluoroacetylamino-quinoline are dissolved in 20 ml glacial acetic acid and hydrogenated for I hour with 0.6 g platinum oxide at 3 bar. Then the catalyst is suction filtered and the solution is concentrated by evaporation. The residue is washed with a little sodium hydrogen carbonate solution and dried. The reactants are solution, Br (hydrogen bromide), C(C)(=O)C=1CCCOC1C (5-acetyl-6-methyl -3,4-dihydro-2H-pyrane). Run in C(C)(=O)O (acetic acid). The product is BrCCCC(C(C)=O)C(C)=O (3-(3-Bromopropyl)-2,4-pentanedione). Reaction SMILES: [C:1]([C:4]1[CH2:5][CH2:6][CH2:7][O:8][C:9]=1[CH3:10])(=[O:3])[CH3:2].[BrH:11]>C(O)(=O)C>[Br:11][CH2:7][CH2:6][CH2:5][CH:4]([C:9](=[O:8])[CH3:10])[C:1](=[O:3])[CH3:2]. Reported procedure: 35.0 g. (0.25 mole) of 5-acetyl-6-methyl -3,4-dihydro-2H-pyrane prepared according to Example 21 are added dropwise into 250 ml. of a 33% solution of of hydrogen bromide in acetic acid, at room temperature, under stirring. The mixture is refluxed for 4 hours, with stirring. After cooling it is poured into 1 kg. of ice water and is then extracted with three 100-ml. portions of chloroform. The combined chloroform solution is washed subsequently with three 50-ml. portions of water, three 50-ml. por... Reactants: CO, O=C1c2ccccc2C(=O)N1Cc1cc2nc(Cl)nc(N3CCOCC3)c2s1. Product: NCc1cc2nc(Cl)nc(N3CCOCC3)c2s1. Reaction SMILES: [CH3:29][OH:30].[Cl:1][c:2]1[n:3][c:4]([N:23]2[CH2:24][CH2:25][O:26][CH2:27][CH2:28]2)[c:5]2[c:6]([n:7]1)[cH:8][c:9]([CH2:11][N:12]1[C:13](=[O:14])[c:15]3[c:16]([cH:17][cH:18][cH:19][cH:20]3)[C:21]1=[O:22])[s:10]2>>[Cl:1][c:2]1[n:3][c:4]([N:23]2[CH2:24][CH2:25][O:26][CH2:27][CH2:28]2)[c:5]2[c:6]([n:7]1)[cH:8][c:9]([CH2:11][NH2:12])[s:10]2. The reactants are Nc1ccc(OCc2ccccc2)cc1, Cc1nnc(-c2cc3c(Cl)ncnc3cn2)o1. Yields the product Cc1nnc(-c2cc3c(Nc4ccc(OCc5ccccc5)cc4)ncnc3cn2)o1. As a reaction SMILES: [CH2:1]([c:2]1[cH:3][cH:4][cH:5][cH:6][cH:7]1)[O:8][c:9]1[cH:10][cH:11][c:12]([NH2:13])[cH:14][cH:15]1.[Cl:16][c:17]1[c:18]2[c:19]([n:20][cH:21][n:22]1)[cH:23][n:24][c:25](-[c:27]1[o:28][c:29]([CH3:32])[n:30][n:31]1)[cH:26]2>>[CH2:1]([c:2]1[cH:3][cH:4][cH:5][cH:6][cH:7]1)[O:8][c:9]1[cH:10][cH:11][c:12]([NH:13][c:17]2[c:18]3[c:19]([n:20][cH:21][n:22]2)[cH:23][n:24][c:25](-[c:27]2[o:28][c:29]([CH3:32])[n:30][n:31]2)[cH:26]3)[cH:14][cH:15]1. Conditions: time 8 hour. Reactants: C(C)(C)(C)OC(CCN(C1CCCCC1)C1=NC(=NC=C1[N+](=O)[O-])Cl)=O (3-[(2-chloro-5-nitro-pyrimidin-4-yl)-cyclohexyl-amino]-propionic acid tert-butyl ester), stannous chloride dihydrate, C(C)O (ethanol), Cl (hydrochloric acid). Isolated yield 41.9%. Yields the product ClC=1N=CC2=C(N(CCC(N2)=O)C2CCCCC2)N1 (2-chloro-9-cyclohexyl-5,7,8,9-tetrahydro-pyrimido[4,5-b][1,4]diazepin-6-one). RXN SMILES: C([O:5][C:6](=O)[CH2:7][CH2:8][N:9]([C:16]1[C:21]([N+:22]([O-])=O)=[CH:20][N:19]=[C:18]([Cl:25])[N:17]=1)[CH:10]1[CH2:15][CH2:14][CH2:13][CH2:12][CH2:11]1)(C)(C)C.C(O)C.Cl>C(OCC)(=O)C.O>[Cl:25][C:18]1[N:19]=[CH:20][C:21]2[NH:22][C:6](=[O:5])[CH2:7][CH2:8][N:9]([CH:10]3[CH2:15][CH2:14][CH2:13][CH2:12][CH2:11]3)[C:16]=2[N:17]=1. Run in O (water), C(C)(=O)OCC (ethyl acetate). Reported procedure: A solution of 1.53 g (0.004 mole) of 3-[(2-chloro-5-nitro-pyrimidin-4-yl)-cyclohexyl-amino]-propionic acid tert-butyl ester (IV-20) in 20 mL of ethyl acetate was added in portions over 10 minutes to a mixture of 2.69 g (0.012 mole) of stannous chloride dihydrate, 12 mL of ethanol and 0.5 mL of hydrochloric acid. The mixture was stirred overnight and then diluted with 30 mL of water and extracted with ethyl acetate. The ethyl acetate extract was dried over anhydrous magnesium sulfate, filtered an...